This data is from the Open Reaction Database (ORD), a public repository of structured organic reaction records. The task is: describe an organic reaction: reactants, conditions, products, and yield Reactants: CCc1c(C=O)cccc1-c1cnc(-c2ccc(OC(C)C)c(C(F)(F)F)c2)s1, CC(=O)O, CC(=O)[O-], CO, CCOC(=O)C1CCNCC1, [Na+]. Product: CCOC(=O)C1CCN(Cc2cccc(-c3cnc(-c4ccc(OC(C)C)c(C(F)(F)F)c4)s3)c2CC)CC1. Reaction SMILES: [CH2:1]([CH3:2])[c:3]1[c:4]([CH:5]=[O:6])[cH:7][cH:8][cH:9][c:10]1-[c:11]1[cH:12][n:13][c:14](-[c:16]2[cH:17][c:18]([C:26]([F:27])([F:28])[F:29])[c:19]([O:22][CH:23]([CH3:24])[CH3:25])[cH:20][cH:21]2)[s:15]1.[CH3:30][C:31](=[O:32])[OH:33].[CH3:35][C:36](=[O:37])[O-:38].[CH3:50][OH:51].[NH:39]1[CH2:40][CH2:41][CH:42]([C:45](=[O:46])[O:47][CH2:48][CH3:49])[CH2:43][CH2:44]1.[Na+:34]>>[CH2:1]([CH3:2])[c:3]1[c:4]([CH2:5][N:39]2[CH2:40][CH2:41][CH:42]([C:45](=[O:46])[O:47][CH2:48][CH3:49])[CH2:43][CH2:44]2)[cH:7][cH:8][cH:9][c:10]1-[c:11]1[cH:12][n:13][c:14](-[c:16]2[cH:17][c:18]([C:26]([F:27])([F:28])[F:29])[c:19]([O:22][CH:23]([CH3:24])[CH3:25])[cH:20][cH:21]2)[s:15]1. Product: Cc1c(CN(C)CC(O)c2ccoc2)sc2c(=O)c(C(=O)NCc3ccc(Cl)cc3)cn(C)c12. As a reaction SMILES: [CH:36]([N:37]([CH:38]([CH3:39])[CH3:40])[CH2:41][CH3:42])([CH3:43])[CH3:44].[Cl:1][c:2]1[cH:3][cH:4][c:5]([CH2:6][NH:7][C:8](=[O:9])[c:10]2[c:11](=[O:23])[c:12]3[c:13]([n:14]([CH3:16])[cH:15]2)[c:17]([CH3:22])[c:18]([CH2:20][Cl:21])[s:19]3)[cH:24][cH:25]1.[O:45]=[CH:46][N:47]([CH3:48])[CH3:49].[OH2:50].[o:26]1[cH:27][c:28]([CH:31]([CH2:32][NH:33][CH3:34])[OH:35])[cH:29][cH:30]1>>[Cl:1][c:2]1[cH:3][cH:4][c:5]([CH2:6][NH:7][C:8](=[O:9])[c:10]2[c:11](=[O:23])[c:12]3[c:13]([n:14]([CH3:16])[cH:15]2)[c:17]([CH3:22])[c:18]([CH2:20][N:33]([CH2:32][CH:31]([c:28]2[cH:27][o:26][cH:30][cH:29]2)[OH:35])[CH3:34])[s:19]3)[cH:24][cH:25]1. The reactants are CCN(C(C)C)C(C)C, Cc1c(CCl)sc2c(=O)c(C(=O)NCc3ccc(Cl)cc3)cn(C)c12, CN(C)C=O, O, CNCC(O)c1ccoc1. Starting materials: CC(C)C(=O)Nc1cccc(C2CCN(CCC(O)c3ccc(Cl)cc3)CC2)c1, Oc1ccccc1. Yields the product CC(C)C(=O)Nc1cccc(C2CCN(CCC(Oc3ccccc3)c3ccc(Cl)cc3)CC2)c1. As a reaction SMILES: [Cl:1][c:2]1[cH:3][cH:4][c:5]([CH:8]([CH2:9][CH2:10][N:11]2[CH2:12][CH2:13][CH:14]([c:17]3[cH:18][c:19]([NH:23][C:24]([CH:25]([CH3:26])[CH3:27])=[O:28])[cH:20][cH:21][cH:22]3)[CH2:15][CH2:16]2)[OH:29])[cH:6][cH:7]1.[OH:30][c:31]1[cH:32][cH:33][cH:34][cH:35][cH:36]1>>[Cl:1][c:2]1[cH:3][cH:4][c:5]([CH:8]([CH2:9][CH2:10][N:11]2[CH2:12][CH2:13][CH:14]([c:17]3[cH:18][c:19]([NH:23][C:24]([CH:25]([CH3:26])[CH3:27])=[O:28])[cH:20][cH:21][cH:22]3)[CH2:15][CH2:16]2)[O:29][c:31]2[cH:32][cH:33][cH:34][cH:35][cH:36]2)[cH:6][cH:7]1. Reaction SMILES: [Cl:20][CH2:21][c:22]1[n:23][cH:24][c:25]([CH3:31])[c:26]([O:28][CH2:29][CH3:30])[cH:27]1.[ClH:19].[Na+:33].[OH-:32].[OH2:34].[SH:1][c:2]1[n:3][c:4]2[c:5]([nH:6]1)[cH:7][c:8]1[c:12]([cH:13]2)[C:11]([CH3:14])([CH3:15])[C:10](=[O:16])[C:9]1([CH3:17])[CH3:18]>>[S:1]([c:2]1[nH:3][c:4]2[c:5]([n:6]1)[cH:7][c:8]1[c:12]([cH:13]2)[C:11]([CH3:14])([CH3:15])[C:10](=[O:16])[C:9]1([CH3:17])[CH3:18])[CH2:21][c:22]1[n:23][cH:24][c:25]([CH3:31])[c:26]([O:28][CH2:29][CH3:30])[cH:27]1. Reactants: CCOc1cc(CCl)ncc1C, Cl, [Na+], [OH-], O, CC1(C)C(=O)C(C)(C)c2cc3[nH]c(S)nc3cc21. The product is CCOc1cc(CSc2nc3cc4c(cc3[nH]2)C(C)(C)C(=O)C4(C)C)ncc1C.